Task: describe an organic reaction: reactants, conditions, products, and yield. Dataset: the Open Reaction Database (ORD), a public repository of structured organic reaction records Reactants: COC(=O)Cl, CCN(C(C)C)C(C)C, COC(=O)C1CCNC(c2ccc(Cl)c(F)c2)C1, ClCCl, Cl. The product is COC(=O)C1CCN(C(=O)OC)C(c2ccc(Cl)c(F)c2)C1. Reaction SMILES: [C:29]([O:30][CH3:31])(=[O:32])[Cl:33].[CH:20]([N:21]([CH2:22][CH3:23])[CH:24]([CH3:25])[CH3:26])([CH3:27])[CH3:28].[Cl:2][c:3]1[c:4]([F:19])[cH:5][c:6]([CH:9]2[NH:10][CH2:11][CH2:12][CH:13]([C:15](=[O:16])[O:17][CH3:18])[CH2:14]2)[cH:7][cH:8]1.[Cl:34][CH2:35][Cl:36].[ClH:1]>>[Cl:2][c:3]1[c:4]([F:19])[cH:5][c:6]([CH:9]2[N:10]([C:29]([O:30][CH3:31])=[O:32])[CH2:11][CH2:12][CH:13]([C:15](=[O:16])[O:17][CH3:18])[CH2:14]2)[cH:7][cH:8]1. The reactants are CC(=O)CCC(C(=O)O)C(C)C, O=C(Cl)C(=O)Cl, c1ccccc1. Product: CC(=O)CCC(C(=O)Cl)C(C)C. As a reaction SMILES: [CH:7]([CH3:8])([CH3:9])[CH:10]([C:11](=[O:12])[OH:13])[CH2:14][CH2:15][C:16]([CH3:17])=[O:18].[Cl:1][C:2]([C:3]([Cl:4])=[O:5])=[O:6].[cH:19]1[cH:20][cH:21][cH:22][cH:23][cH:24]1>>[Cl:1][C:11]([CH:10]([CH:7]([CH3:8])[CH3:9])[CH2:14][CH2:15][C:16]([CH3:17])=[O:18])=[O:12]. Reactants: CO, [H][H], CC(C)(C)OC(=O)Cn1cc([N+](=O)[O-])cn1. Yields the product CC(C)(C)OC(=O)Cn1cc(N)cn1. RXN SMILES: [CH3:19][OH:20].[H:17][H:18].[N+:1]([O-:2])(=[O:3])[c:4]1[cH:5][n:6][n:7]([CH2:9][C:10](=[O:11])[O:12][C:13]([CH3:14])([CH3:15])[CH3:16])[cH:8]1>>[NH2:1][c:4]1[cH:5][n:6][n:7]([CH2:9][C:10](=[O:11])[O:12][C:13]([CH3:14])([CH3:15])[CH3:16])[cH:8]1. Starting materials: C(C)(C)(C)C=1C=CC(=C(C1)C1=CC=C(C=C1)N(C)C)S(=O)(=O)N(COC)C1=C(SC=C1)C(=O)OC (Methyl 3-[5-tert-butyl-4′-(dimethylamino)-N-(methoxymethyl)biphenyl-2-ylsulfonamido]thiophene-2-carboxylate), Cl (hydrochloric acid), Cl (hydrochloric acid). Solvent: O1CCCC1 (tetrahydrofuran). Conditions: temperature 75 celsius. Yields the product C(C)(C)(C)C=1C=CC(=C(C1)C1=CC=C(C=C1)N(C)C)S(=O)(=O)NC1=C(SC=C1)C(=O)OC (Methyl 3-[5-tert-butyl-4′-(dimethylamino)biphenyl-2-ylsulfonamido]thiophene-2-carboxylate). Yield: 35.9%. As a reaction SMILES: [C:1]([C:5]1[CH:6]=[CH:7][C:8]([S:20]([N:23]([C:27]2[CH:31]=[CH:30][S:29][C:28]=2[C:32]([O:34][CH3:35])=[O:33])COC)(=[O:22])=[O:21])=[C:9]([C:11]2[CH:16]=[CH:15][C:14]([N:17]([CH3:19])[CH3:18])=[CH:13][CH:12]=2)[CH:10]=1)([CH3:4])([CH3:3])[CH3:2].Cl>O1CCCC1>[C:1]([C:5]1[CH:6]=[CH:7][C:8]([S:20]([NH:23][C:27]2[CH:31]=[CH:30][S:29][C:28]=2[C:32]([O:34][CH3:35])=[O:33])(=[O:21])=[O:22])=[C:9]([C:11]2[CH:12]=[CH:13][C:14]([N:17]([CH3:18])[CH3:19])=[CH:15][CH:16]=2)[CH:10]=1)([CH3:4])([CH3:2])[CH3:3]. Procedure: To a solution of 13 (150.0 mg; 0.30 mmol) in tetrahydrofuran (6 mL) was added aqueous hydrochloric acid (1.0 mL; 2.0 mmol; 2N). The reaction mixture was heated at 75° C. for 4 hours, and then additional aqueous hydrochloric acid (3.0 mL; 6N) was added and the reaction mixture further heated at reflux for 4-5 hours. The reaction mixture was allowed to cool to room temperature and then extracted with ethyl acetate (15 mL). The organic phase was dried over magnesium sulfate and filtered. The filtra... Starting materials: [F-].C(CCC)[N+](CCCC)(CCCC)CCCC (tetrabutylammonium fluoride), [F-].C(CCC)[N+](CCCC)(CCCC)CCCC (Tetrabutylammonium fluoride), solution, O([Si](C)(C)C(C)(C)C)CC(CC1=CC=C(C=C1)C1=NC=CC=C1S(=O)(=O)NC1=NC=C(N=C1OC)C)C (2-[4-(2-((tert-butyldimethylsiloxy)methyl)propyl)phenyl]-N-(3-methoxy-5-methylpyrazin-2-yl)pyridine-3-sulphonamide). Procedure: Tetrabutylammonium fluoride (0.4 ml of a 1.0M solution in THF) was added to a solution of 2-[4-(2-((tert-butyldimethylsiloxy)methyl)propyl)phenyl]-N-(3-methoxy-5-methylpyrazin-2-yl)pyridine-3-sulphonamide (118 mg) in THF (5 ml) at ambient temperature. More tetrabutylammonium fluoride solution was added after 0.25 hour (0.4 ml), after 0.75 hour (1.0 ml) and finally after 1.5 hours (0.2 ml). The reaction mixture was stirred for a further 0.5 hour, diluted with water (10 ml) and the reaction mixtur... Isolated yield 80.5%. The solvent is O (water), C1CCOC1 (THF), C1CCOC1 (THF). Product: OCC(CC1=CC=C(C=C1)C1=NC=CC=C1S(=O)(=O)NC1=NC=C(N=C1OC)C)C (2-[4-(3-hydroxy-2-methylpropyl)phenyl]-N-(3-methoxy-5-methylpyrazin-2-yl)pyridine-3-sulphonamide). As a reaction SMILES: [F-].C([N+](CCCC)(CCCC)CCCC)CCC.[O:19]([CH2:27][CH:28]([CH3:55])[CH2:29][C:30]1[CH:35]=[CH:34][C:33]([C:36]2[C:41]([S:42]([NH:45][C:46]3[C:51]([O:52][CH3:53])=[N:50][C:49]([CH3:54])=[CH:48][N:47]=3)(=[O:44])=[O:43])=[CH:40][CH:39]=[CH:38][N:37]=2)=[CH:32][CH:31]=1)[Si](C(C)(C)C)(C)C>C1COCC1.O>[OH:19][CH2:27][CH:28]([CH3:55])[CH2:29][C:30]1[CH:35]=[CH:34][C:33]([C:36]2[C:41]([S:42]([NH:45][C:46]3[C:51]([O:52][CH3:53])=[N:50][C:49]([CH3:54])=[CH:48][N:47]=3)(=[O:44])=[O:43])=[CH:40][CH:39]=[CH:38][N:37]=2)=[CH:32][CH:31]=1 |f:0.1|. Conditions: time 0.75 hour. The reactants are FC=1C=C(C=O)C=CC1C (3-fluoro-4-methyl-benzaldehyde), C(CC(=O)O)(=O)O (malonic acid). The product is FC=1C=C(C=CC1C)C=CC(=O)O (3-(3-fluoro-4-methyl-phenyl)-acrylic acid). RXN SMILES: [F:1][C:2]1[CH:3]=[C:4]([CH:7]=[CH:8][C:9]=1[CH3:10])[CH:5]=O.C(O)(=O)[CH2:12][C:13]([OH:15])=[O:14]>>[F:1][C:2]1[CH:3]=[C:4]([CH:5]=[CH:12][C:13]([OH:15])=[O:14])[CH:7]=[CH:8][C:9]=1[CH3:10]. Procedure details: According to the previously described general procedure (GP1), Knoevenagel condensation (75° C.; 2h30) between 3-fluoro-4-methyl-benzaldehyde (10.519 g; 76.154 mmol) and malonic acid (15.056 g; 144.694 mmol) gave the product 3-(3-fluoro-4-methyl-phenyl)-acrylic acid as a colorless solid (11.860 g; 86%). LC-MS: tR=0.84 min; [M+H]+: no ionisation. The reactants are C1(=CC=CC=C1)C=1OC(=C(N1)CCO)C (2-(2-phenyl-5-methyl-oxazol-4yl)-ethanol), C1(=CC=CC=C1)P(C1=CC=CC=C1)C1=CC=CC=C1 (triphenylphosphine), N(=NC(=O)OC(C)(C)C)C(=O)OC(C)(C)C (DBAD), C(C)OC(C(CC1=CC(=C(C=C1)O)OC)OCC)=O ([rac]-2-ethoxy-3-(4-hydroxy-3-methoxy-phenyl)-propionic acid ethyl ester). The product is C(C)OC(C(CC1=CC(=C(C=C1)OCCC=1N=C(OC1C)C1=CC=CC=C1)OC)OCC)=O ([rac]-2-ethoxy-3-{3-methoxy-4-[2-(5-methyl-2-phenyl-oxazol-4-yl)-ethoxy]-phenyl}-propionic acid ethyl ester). Reaction SMILES: [CH2:1]([O:3][C:4](=[O:19])[CH:5]([O:16][CH2:17][CH3:18])[CH2:6][C:7]1[CH:12]=[CH:11][C:10]([OH:13])=[C:9]([O:14][CH3:15])[CH:8]=1)[CH3:2].[C:20]1([C:26]2[O:27][C:28]([CH3:34])=[C:29]([CH2:31][CH2:32]O)[N:30]=2)[CH:25]=[CH:24][CH:23]=[CH:22][CH:21]=1.C1(P(C2C=CC=CC=2)C2C=CC=CC=2)C=CC=CC=1.N(C(OC(C)(C)C)=O)=NC(OC(C)(C)C)=O>>[CH2:1]([O:3][C:4](=[O:19])[CH:5]([O:16][CH2:17][CH3:18])[CH2:6][C:7]1[CH:12]=[CH:11][C:10]([O:13][CH2:32][CH2:31][C:29]2[N:30]=[C:26]([C:20]3[CH:25]=[CH:24][CH:23]=[CH:22][CH:21]=3)[O:27][C:28]=2[CH3:34])=[C:9]([O:14][CH3:15])[CH:8]=1)[CH3:2]. Procedure details: In analogy to the procedure described in example 17 a], [rac]-2-ethoxy-3-(4-hydroxy-3-methoxy-phenyl)-propionic acid ethyl ester was reacted with 2-(2-phenyl-5-methyl-oxazol-4yl)-ethanol in the presence of triphenylphosphine and DBAD (di-tert-butyl azodicarboxylate) to yield [rac]-2-ethoxy-3-{3-methoxy-4-[2-(5-methyl-2-phenyl-oxazol-4-yl)-ethoxy]-phenyl}-propionic acid ethyl ester as colorless oil.